Dataset: the Open Reaction Database (ORD), a public repository of structured organic reaction records. Task: describe an organic reaction: reactants, conditions, products, and yield Starting materials: B, ClCCl, CO, COc1ccc(C=O)c2ccccc12, c1cn(-c2ccc(OC3CCCNC3)cc2)cn1, c1ccncc1. Product: COc1ccc(CN2CCCC(Oc3ccc(-n4ccnc4)cc3)C2)c2ccccc12. Reaction SMILES: [BH3:41].[CH2:42]([Cl:43])[Cl:44].[CH3:19][OH:20].[CH3:21][O:22][c:23]1[cH:24][cH:25][c:26]([CH:33]=[O:34])[c:27]2[cH:28][cH:29][cH:30][cH:31][c:32]12.[n:1]1(-[c:6]2[cH:7][cH:8][c:9]([O:10][CH:11]3[CH2:12][NH:13][CH2:14][CH2:15][CH2:16]3)[cH:17][cH:18]2)[cH:2][n:3][cH:4][cH:5]1.[n:35]1[cH:36][cH:37][cH:38][cH:39][cH:40]1>>[n:1]1(-[c:6]2[cH:7][cH:8][c:9]([O:10][CH:11]3[CH2:12][N:13]([CH2:33][c:26]4[cH:25][cH:24][c:23]([O:22][CH3:21])[c:32]5[c:27]4[cH:28][cH:29][cH:30][cH:31]5)[CH2:14][CH2:15][CH2:16]3)[cH:17][cH:18]2)[cH:2][n:3][cH:4][cH:5]1. Starting materials: [N+](=O)([O-])C=1C=CC=C2C(=CC=NC12)C1=C(N(C2=CC=C(C=C12)C)CC(=O)OCC)C (3-(8-nitroquinolin-4-yl)-2,5-dimethyl-1H-indole-1-acetic acid, ethyl ester), [OH-].[Na+] (sodium hydroxide). Run in C1CCOC1 (THF). Reaction conditions: time 8 hour. Yields the product [N+](=O)([O-])C=1C=CC=C2C(=CC=NC12)C1=C(N(C2=CC=C(C=C12)C)CC(=O)O)C (3-(8-nitroquinolin-4-yl)-2,5-dimethyl-1H-indole-1-acetic acid). RXN SMILES: [N+:1]([C:4]1[CH:5]=[CH:6][CH:7]=[C:8]2[C:13]=1[N:12]=[CH:11][CH:10]=[C:9]2[C:14]1[C:22]2[C:17](=[CH:18][CH:19]=[C:20]([CH3:23])[CH:21]=2)[N:16]([CH2:24][C:25]([O:27]CC)=[O:26])[C:15]=1[CH3:30])([O-:3])=[O:2].[OH-].[Na+]>C1COCC1>[N+:1]([C:4]1[CH:5]=[CH:6][CH:7]=[C:8]2[C:13]=1[N:12]=[CH:11][CH:10]=[C:9]2[C:14]1[C:22]2[C:17](=[CH:18][CH:19]=[C:20]([CH3:23])[CH:21]=2)[N:16]([CH2:24][C:25]([OH:27])=[O:26])[C:15]=1[CH3:30])([O-:3])=[O:2] |f:1.2|. Reported procedure: The product of Example 40 step b) (0.50 g) was suspended in THF (10 ml) and to it added 1M sodium hydroxide (1.24 ml) for the mixture to be stirred overnight at room temperature to complete the reaction. The solution was evaporated to dryness and purified by Reverse Phase Preparative HPLC to give the title compound as a yellow solid (0.31 g). Reactants: FC1=CC=C(C=C1)C1C(C2CCC(C1)N2C(=O)OC(C)(C)C)O (tert-butyl (1RS,2RS,3RS,5RS)-3-(4-fluoro-phenyl)-2-hydroxy-8-aza-bicyclo[3.2.1]octane-8-carboxylate), C(C1=CC=CC=C1)OC1=CC(=CC2=CC=CC=C12)CCl (4-benzyloxy-2-chloromethyl-naphthalene). Product: C(C1=CC=CC=C1)OC1=CC(=CC2=CC=CC=C12)COC1C2CCC(CC1C1=CC=C(C=C1)F)N2C(=O)OC(C)(C)C (tert-butyl (1RS,2RS,3RS,5SR)-2-(4-benzyloxy-naphthalen-2-ylmethoxy)-3-(4-fluoro-phenyl)-8-aza-bicyclo[3.2.1]octane-8-carboxylate). As a reaction SMILES: [F:1][C:2]1[CH:7]=[CH:6][C:5]([CH:8]2[CH2:14][CH:13]3[N:15]([C:16]([O:18][C:19]([CH3:22])([CH3:21])[CH3:20])=[O:17])[CH:10]([CH2:11][CH2:12]3)[CH:9]2[OH:23])=[CH:4][CH:3]=1.[CH2:24]([O:31][C:32]1[C:41]2[C:36](=[CH:37][CH:38]=[CH:39][CH:40]=2)[CH:35]=[C:34]([CH2:42]Cl)[CH:33]=1)[C:25]1[CH:30]=[CH:29][CH:28]=[CH:27][CH:26]=1>>[CH2:24]([O:31][C:32]1[C:41]2[C:36](=[CH:37][CH:38]=[CH:39][CH:40]=2)[CH:35]=[C:34]([CH2:42][O:23][CH:9]2[CH:8]([C:5]3[CH:6]=[CH:7][C:2]([F:1])=[CH:3][CH:4]=3)[CH2:14][CH:13]3[N:15]([C:16]([O:18][C:19]([CH3:20])([CH3:22])[CH3:21])=[O:17])[CH:10]2[CH2:11][CH2:12]3)[CH:33]=1)[C:25]1[CH:26]=[CH:27][CH:28]=[CH:29][CH:30]=1. Procedure details: Alkylation of tert-butyl (1RS,2RS,3RS,5RS)-3-(4-fluoro-phenyl)-2-hydroxy-8-aza-bicyclo[3.2.1]octane-8-carboxylate with 1-benzyloxy-3-chloromethyl-naphthalene (Example 19) analogously to the procedure described in Example 1(g) yielded tert-butyl (1RS,2RS,3RS,5SR)-2-(4-benzyloxy-naphthalen-2-ylmethoxy)-3-(4-fluoro-phenyl)-8-aza-bicyclo[3.2.1]octane-8-carboxylate as a colourless solid; MS: 568 (M+H)+.